From a dataset of the Open Reaction Database (ORD), a public repository of structured organic reaction records. describe an organic reaction: reactants, conditions, products, and yield Reactants: O=C1Cc2cc(Br)cnc2N1, Cc1ccccc1, CCO, CCOCC, ClC(Cl)Cl, [Cl-], [Li+], [Na+], [Na+], O=C([O-])[O-], OB(O)c1ccccc1. Product: O=C1Cc2cc(-c3ccccc3)cnc2N1. As a reaction SMILES: [Br:1][c:2]1[cH:3][c:4]2[c:5]([n:6][cH:7]1)[NH:8][C:9](=[O:11])[CH2:10]2.[CH3:29][c:30]1[cH:31][cH:32][cH:33][cH:34][cH:35]1.[CH3:36][CH2:37][OH:38].[CH3:43][CH2:44][O:45][CH2:46][CH3:47].[CH:39]([Cl:40])([Cl:41])[Cl:42].[Cl-:28].[Li+:27].[Na+:21].[Na+:22].[O-:23][C:24](=[O:25])[O-:26].[OH:12][B:13]([OH:14])[c:15]1[cH:16][cH:17][cH:18][cH:19][cH:20]1>>[c:2]1(-[c:15]2[cH:16][cH:17][cH:18][cH:19][cH:20]2)[cH:3][c:4]2[c:5]([n:6][cH:7]1)[NH:8][C:9](=[O:11])[CH2:10]2. Starting materials: OC\C=C(/C)\CC\C=C(/C)\CCC=C(C)C ((E,E)-farnesol), 735, CC(=CCN1C(C2=CC=CC=C2C1=O)=O)CCC=C(CCC=C(C)C)C (2-(3,7,11-Trimethyl-2,6,10-dodecatrienyl)-1H-isoindole-1,3(2H)-dione), P(Br)(Br)Br (PBr3), resultant mixture. Solvent: C(C)OCC (diethyl ether), C(C)OCC (diethyl ether). The product is C(C=C(C)CCC=C(C)CCC=C(C)C)Br (farnesyl bromide). RXN SMILES: O[CH2:2]/[CH:3]=[C:4](/[CH2:6][CH2:7]/[CH:8]=[C:9](/[CH2:11][CH2:12][CH:13]=[C:14]([CH3:16])[CH3:15])\[CH3:10])\[CH3:5].CC(CCC=C(C)CCC=C(C)C)=CCN1C(=O)C2C(=CC=CC=2)C1=O.P(Br)(Br)[Br:44]>C(OCC)C>[CH2:2]([Br:44])[CH:3]=[C:4]([CH2:6][CH2:7][CH:8]=[C:9]([CH2:11][CH2:12][CH:13]=[C:14]([CH3:16])[CH3:15])[CH3:10])[CH3:5]. Reported procedure: A solution of 2.00 g (9.0 mmol) of (E,E)-farnesol in 20 ml of dry diethyl ether at 0° C. under argon in the dark was treated dropwise with a solution of 735 1 (4.0 mmol, 0.45 eq.) of PBr3 in 4 ml of dry diethyl ether. The resultant mixture was stirred at 0° C. for one hour, then quenched with H2O and separated. The organic phase was washed with 15 ml of NaHC03, 15 ml of H2O, and 15 ml of brine, dried over MgSO4 and evaporated to provide 2.47 g of crude farnesyl bromide as a clear oil. Reactants: C(=O)[O-].[NH4+] (ammonium formate), [N+](=O)([O-])C=1C=C(C=O)C=CC1O (3-nitro-4-hydroxybenzaldehyde), COC(CC1=CC(=C(C=C1)OCCCCCCCC)[N+](=O)[O-])OC (1-(2,2-dimethoxyethyl)-3-nitro-4-octyloxybenzene), material. Reagents/catalysts: [Pd] (palladium black). Run in C(C)O (ethanol). Reaction conditions: time 30 minute. The product is COC(CC1=CC(=C(C=C1)OCCCCCCCC)N)OC (1-(2,2-dimethoxyethyl)-3-amino-4-octyloxybenzene). The yield is 98.0%. As a reaction SMILES: [N+](C1C=C(C=CC=1O)C=O)([O-])=O.[CH3:13][O:14][CH:15]([O:35][CH3:36])[CH2:16][C:17]1[CH:22]=[CH:21][C:20]([O:23][CH2:24][CH2:25][CH2:26][CH2:27][CH2:28][CH2:29][CH2:30][CH3:31])=[C:19]([N+:32]([O-])=O)[CH:18]=1.C([O-])=O.[NH4+]>C(O)C.[Pd]>[CH3:36][O:35][CH:15]([O:14][CH3:13])[CH2:16][C:17]1[CH:22]=[CH:21][C:20]([O:23][CH2:24][CH2:25][CH2:26][CH2:27][CH2:28][CH2:29][CH2:30][CH3:31])=[C:19]([NH2:32])[CH:18]=1 |f:2.3|. Procedure: By the method of example 1 above, 3-nitro-4-hydroxybenzaldehyde is converted into 1-(2,2-dimethoxyethyl)-3-nitro-4-octyloxybenzene. This material (1.83 g) is dissolved in ethanol (20 ml) and to the solution is added ammonium formate (3.5 g) and palladium black (0.30 g), and the mixture is stirred for 30 min. The mixture is filtered through diatomaceous earth and evaporated to dryness in vacuo. The residue is partitioned between water and dichloromethane, and the organic phase is dried over magne... Reactants: O (water), C(C)(C)(C)OC(=O)N1[C@@H](C[C@H](C1)O)C(=O)O ((2S,4R)-1-(tert-butoxycarbonyl)-2-carboxy-4-hydroxypyrrolidine), C([O-])([O-])=O.[K+].[K+] (potassium carbonate), CI (methyl iodide). Run in C(C)(=O)OCC (ethyl acetate), CN(C=O)C (dimethylformamide). Reaction conditions: time 3 hour. The product is C(C)(C)(C)OC(=O)N1[C@@H](C[C@H](C1)O)C(=O)OC ((2S,4R)-1-(tert-butoxycarbonyl)-4-hydroxy-2-methoxycarbonylpyrrolidine). The yield is 96.3%. RXN SMILES: [C:1]([O:5][C:6]([N:8]1[CH2:12][C@H:11]([OH:13])[CH2:10][C@H:9]1[C:14]([OH:16])=[O:15])=[O:7])([CH3:4])([CH3:3])[CH3:2].[C:17](=O)([O-])[O-].[K+].[K+].CI.O>CN(C)C=O.C(OCC)(=O)C>[C:1]([O:5][C:6]([N:8]1[CH2:12][C@H:11]([OH:13])[CH2:10][C@H:9]1[C:14]([O:16][CH3:17])=[O:15])=[O:7])([CH3:4])([CH3:2])[CH3:3] |f:1.2.3|. Procedure details: To a solution of (2S,4R)-1-(tert-butoxycarbonyl)-2-carboxy-4-hydroxypyrrolidine (103 g) and potassium carbonate (64.6 g) in dimethylformamide (500 ml) was added methyl iodide (33.2 ml) at 0° C., and the mixture was stirred for three hours. The reaction mixture was poured into a mixture of water (1 l) and ethyl acetate (1 l), and the organic layer was separated, washed in turn with water (500 ml) and brine, and dried over magnesium sulfate. Evaporation of the solvent gave an oil, which was chroma... Starting materials: C(C)OC(=O)C=1C=NC2=C(C=CC=C2C1Cl)OC (4-Chloro-8-methoxy-quinoline-3-carboxylic acid ethyl ester), FCCCCN (4-fluoro-butylamine). Product: C(C)OC(=O)C=1C=NC2=C(C=CC=C2C1NCCCCF)OC (4-(4-fluoro-butylamino)-8-methoxy-quinoline-3-carboxylic acid ethyl ester). Reaction SMILES: [CH2:1]([O:3][C:4]([C:6]1[CH:7]=[N:8][C:9]2[C:14]([C:15]=1Cl)=[CH:13][CH:12]=[CH:11][C:10]=2[O:17][CH3:18])=[O:5])[CH3:2].[F:19][CH2:20][CH2:21][CH2:22][CH2:23][NH2:24]>>[CH2:1]([O:3][C:4]([C:6]1[CH:7]=[N:8][C:9]2[C:14]([C:15]=1[NH:24][CH2:23][CH2:22][CH2:21][CH2:20][F:19])=[CH:13][CH:12]=[CH:11][C:10]=2[O:17][CH3:18])=[O:5])[CH3:2]. Procedure: 4-Chloro-8-methoxy-quinoline-3-carboxylic acid ethyl ester (250 mg, 0.94 mmol) was treated with 4-fluoro-butylamine following general procedure B to afford 4-(4-fluoro-butylamino)-8-methoxy-quinoline-3-carboxylic acid ethyl ester (244 mg). Thus obtained amino-ester was hydrolyzed to the corresponding acid using general procedure D and then transformed into the corresponding ethylamide (150 mg) following general procedure E. The above ethylamide (145 mg, 0.45 mmol) was subjected to reaction with ... The reactants are OCC1=CC2=C(N(C=N2)C)C=C1 (5-hydroxymethyl-1-methylbenzimidazole). The reagents and catalysts are O=[Mn]=O (MnO2). The solvent is CC(=O)C (acetone). Run at time 3 day. Product: CN1C=NC2=C1C=CC(=C2)C=O (1-Methylbenzimidazole-5-carboxaldehyde). Yield: 98.3%. As a reaction SMILES: [OH:1][CH2:2][C:3]1[CH:12]=[CH:11][C:6]2[N:7]([CH3:10])[CH:8]=[N:9][C:5]=2[CH:4]=1>CC(C)=O.O=[Mn]=O>[CH3:10][N:7]1[C:6]2[CH:11]=[CH:12][C:3]([CH:2]=[O:1])=[CH:4][C:5]=2[N:9]=[CH:8]1. Procedure: A solution of 5-hydroxymethyl-1-methylbenzimidazole (0.8 g, 4 mmol) in acetone (40 mL) was treated with MnO2 (4 g) and the mixture was stirred for 3 days. The solid was filtered off and the solvent removed under reduced pressure to give 0.63 g of product. The reactants are OC1=CC=2C(C3=CC=C(C=C3C(C2C=C1)=O)O)=O (2,6-dihydroxyanthraquinone), C(C)OP(OCC)(=O)CCCCBr (diethyl(4-bromobutyl)phosphonate), C(=O)([O-])[O-].[K+].[K+] (K2CO3). Run in CN(C)C=O (DMF). Conditions: time 8 hour. The product is P(=O)(O)(O)CCCCOC1=CC=2C(C3=CC=C(C=C3C(C2C=C1)=O)OCCCCP(=O)(O)O)=O (2,6-Bis (4-phosphonobutyloxy)-anthraquinone). As a reaction SMILES: [OH:1][C:2]1[CH:15]=[CH:14][C:13]2[C:12](=[O:16])[C:11]3[C:6](=[CH:7][CH:8]=[C:9]([OH:17])[CH:10]=3)[C:5](=[O:18])[C:4]=2[CH:3]=1.C([O:21][P:22]([CH2:27][CH2:28][CH2:29][CH2:30]Br)(=[O:26])[O:23]CC)C.C([O-])([O-])=O.[K+].[K+]>CN(C=O)C>[P:22]([CH2:27][CH2:28][CH2:29][CH2:30][O:1][C:2]1[CH:15]=[CH:14][C:13]2[C:12](=[O:16])[C:11]3[C:6](=[CH:7][CH:8]=[C:9]([O:17][CH2:30][CH2:29][CH2:28][CH2:27][P:22]([OH:21])([OH:23])=[O:26])[CH:10]=3)[C:5](=[O:18])[C:4]=2[CH:3]=1)([OH:26])([OH:23])=[O:21] |f:2.3.4|. Procedure: 2,6-dihydroxyanthraquinone (1.19 g, 4.98 mmol) and diethyl(4-bromobutyl)phosphonate (3.0 g, 10 mmol) were heated at 60 ° C. in 5 ml DMF in the presence of 0.8 g of K2CO3 for 72 hours. The solution was extracted with CH2Cl2. The CH2Cl2 solution was dried, leaving a yellow solid. The ester was purified by column chromatography. The bisphosphonate ester was converted to the acid by overnight stirring with 4-fold excess of bromotrimethylsilane in dry dichloromethane followed by addition of water. Th...